Task: describe an organic reaction: reactants, conditions, products, and yield. Dataset: the Open Reaction Database (ORD), a public repository of structured organic reaction records The yield is 81.9%. As a reaction SMILES: [Br:1][C:2]1[CH:7]=[CH:6][C:5](I)=[C:4]([O:9][C:10]([F:13])([F:12])[F:11])[CH:3]=1.CC(O)(C)[C:16]#[C:17][C:18]1[CH:27]=[CH:26][C:21]([O:22][CH2:23][CH2:24][OH:25])=[CH:20][CH:19]=1>[Cu]I.Cl[Pd](Cl)([P](C1C=CC=CC=1)(C1C=CC=CC=1)C1C=CC=CC=1)[P](C1C=CC=CC=1)(C1C=CC=CC=1)C1C=CC=CC=1.C1(P(C2C=CC=CC=2)C2C=CC=CC=2)C=CC=CC=1.C(N(CC)CC)C>[Br:1][C:2]1[CH:7]=[CH:6][C:5]([C:16]#[C:17][C:18]2[CH:27]=[CH:26][C:21]([O:22][CH2:23][CH2:24][OH:25])=[CH:20][CH:19]=2)=[C:4]([O:9][C:10]([F:13])([F:12])[F:11])[CH:3]=1 |^1:34,53|. Starting materials: BrC1=CC(=C(C=C1)I)OC(F)(F)F (4-bromo-2-(trifluoromethoxy)iodobenzene), CC(C#CC1=CC=C(OCCO)C=C1)(C)O (2-[4-(3-methyl-3-hydroxybutyne-1-yl)phenoxy]ethanol). The product is BrC1=CC(=C(C=C1)C#CC1=CC=C(OCCO)C=C1)OC(F)(F)F (2-(4-{2-[4-bromo-2-(trifluoromethoxy)phenyl]ethynyl}phenoxy)ethanol). Procedure details: A flask equipped with a stirrer and a thermometer was charged with 3.35 g (9.13 mmol) of 4-bromo-2-(trifluoromethoxy)iodobenzene and 19 ml of triethylamine under a nitrogen atmosphere. Then 1.48 g (9.13 mmol) of 2-[4-(3-methyl-3-hydroxybutyne-1-yl)phenoxy]ethanol, 13.7 mg (0.072 mmol) of copper (I) iodide, 63.2 mg (0.24 mmol) of triphenylphosphine, and 13.7 mg (0.020 mmol) of dichlorobis(triphenylphosphine)palladium were added at room temperature, and stirred under reflux for 6 hours. After the ... The reagents and catalysts are [Cu]I (copper (I) iodide), Cl[Pd]([P](C1=CC=CC=C1)(C2=CC=CC=C2)C3=CC=CC=C3)([P](C4=CC=CC=C4)(C5=CC=CC=C5)C6=CC=CC=C6)Cl (dichlorobis(triphenylphosphine)palladium), C1(=CC=CC=C1)P(C1=CC=CC=C1)C1=CC=CC=C1 (triphenylphosphine). Solvent: C(C)N(CC)CC (triethylamine). The solvent is C(C)N(CC)CC (triethylamine). Isolated yield 53.6%. As a reaction SMILES: ClCCl.[CH3:4][S:5]([CH2:8][CH2:9][CH2:10][CH2:11][CH2:12][OH:13])(=[O:7])=[O:6].CS(C)=O>C(N(CC)CC)C>[CH3:4][S:5]([CH2:8][CH2:9][CH2:10][CH2:11][CH:12]=[O:13])(=[O:7])=[O:6]. Product: CS(=O)(=O)CCCCC=O (5-(Methylsulfonyl)pentanal). Run at time 3 hour. Procedure: To a dichloromethane (15 ml) solution of 5-(methylsulfonyl)-1-pentanol (344 mg, 2.07 mmol), dimethylsulfoxide (0.441 ml, 6.21 mmol) and triethylamine (1.15 ml, 8.28 ml) was added a sulfur trioxide pyridine complex (659 mg, 4.14 mmol) at 0° C. and the mixture was stirred at room temperature for 3 hours. After the reaction mixture was washed with water, the organic layer was dried over anhydrous sodium sulfate. After filtration, the filtrate was concentrated under reduced pressure. The residue was... Reactants: ClCCl (dichloromethane), CS(=O)(=O)CCCCCO (5-(methylsulfonyl)-1-pentanol), CS(=O)C (dimethylsulfoxide). The reactants are ClC(=O)OC(Cl)(Cl)Cl (trichloromethyl chloroformate), CN(S(=O)(=O)C1=C(N=C(S1)NC)C)C (N,N,4-trimethyl-2-(methyl-amino)-1,3-thiazole-5-sulphonamide). Run in O1CCOCC1 (dioxane). Yields the product CN(S(=O)(=O)C1=C(N=C(S1)N(C(=O)Cl)C)C)C (5-[(Dimethylamino)sulphonyl]-4-methyl-1,3-thiazol-2-yl(methyl)carbamoyl chloride). The yield is 124.9%. Reaction SMILES: [Cl:1][C:2]([O:4]C(Cl)(Cl)Cl)=O.[CH3:9][N:10]([CH3:22])[S:11]([C:14]1[S:18][C:17]([NH:19][CH3:20])=[N:16][C:15]=1[CH3:21])(=[O:13])=[O:12]>O1CCOCC1>[CH3:9][N:10]([CH3:22])[S:11]([C:14]1[S:18][C:17]([N:19]([CH3:20])[C:2]([Cl:1])=[O:4])=[N:16][C:15]=1[CH3:21])(=[O:12])=[O:13]. Procedure: 15.4 g (78 mmol) of trichloromethyl chloroformate (“diphosgene”) were added at room temperature to a solution of 22.9 g (97 mmol) of N,N,4-trimethyl-2-(methyl-amino)-1,3-thiazole-5-sulphonamide in 360 ml of dioxane, and the mixture was heated to reflux until a homogeneous solution was obtained, and TLC showed that no starting material remained. After removal of the solvent in vacuo, 29.0 g of the product were obtained in the form of an oil. (Yield 100%, NMR (CDCl3): 3.89 (3H), 2.81 (6H), 2.62 (3... Reaction SMILES: [CH2:1]([Sn](CCCC)(CCCC)C(C)=C)[CH2:2][CH2:3]C.Br[C:18]1[CH:25]=[C:22]([CH:23]=[O:24])[C:21]([O:26][CH3:27])=[CH:20][CH:19]=1.CCOCC.[F-].[K+]>C1(C)C=CC=CC=1.[Pd].C1(P(C2C=CC=CC=2)C2C=CC=CC=2)C=CC=CC=1.C1(P(C2C=CC=CC=2)C2C=CC=CC=2)C=CC=CC=1.C1(P(C2C=CC=CC=2)C2C=CC=CC=2)C=CC=CC=1.C1(P(C2C=CC=CC=2)C2C=CC=CC=2)C=CC=CC=1>[C:2]([C:20]1[CH:19]=[CH:18][CH:25]=[C:22]([CH:23]=[O:24])[C:21]=1[O:26][CH3:27])([CH3:3])=[CH2:1] |f:3.4,6.7.8.9.10|. Product: C(=C)(C)C1=C(C(C=O)=CC=C1)OC (isopropenyl-o-anisaldehyde). Reported procedure: Tri-n-butyl-isopropenyltin (12.1 g, 36.6 mmol) dissolved in toluene (10 ml) was added to a mixture of 5-bromo-o-anisaldehyde (6.00 g, 27.9 mmol), tetrakis(triphenylphosphine)-palladium (1.21 g, 1.05 mmol), and 2,6-t-butyl-4-methylphenol (10 mg) in toluene (50 ml) under nitrogen at room temperature. This mixture was heated at reflux for 7 h. Ether and aq. KF solution (80 ml) were added to the reaction mixture, and the resulting solution was stirred for 3 h. Insoluble materials were removed by fil... Starting materials: C(CCC)[Sn](C(=C)C)(CCCC)CCCC (Tri-n-butyl-isopropenyltin), CCOCC (Ether), [F-].[K+] (KF), BrC1=CC=C(C(C=O)=C1)OC (5-bromo-o-anisaldehyde), 2,6-t-butyl-4-methylphenol. Conditions: time 3 hour. Solvent: C1(=CC=CC=C1)C (toluene), C1(=CC=CC=C1)C (toluene). Reagents/catalysts: [Pd].C1(=CC=CC=C1)P(C1=CC=CC=C1)C1=CC=CC=C1.C1(=CC=CC=C1)P(C1=CC=CC=C1)C1=CC=CC=C1.C1(=CC=CC=C1)P(C1=CC=CC=C1)C1=CC=CC=C1.C1(=CC=CC=C1)P(C1=CC=CC=C1)C1=CC=CC=C1 (tetrakis(triphenylphosphine)-palladium). The yield is 50.6%. Reactants: CC(C)(C)OC(=O)N(CCCCC(=O)N(CCCCC(=O)N(CCCCC#N)OCc1ccccc1)OCc1ccccc1)OCc1ccccc1, N#CCCCCN(OCc1ccccc1)C(=O)CCCCNOCc1ccccc1, ClCCl, O=C(O)C(F)(F)F. Product: N#CCCCCN(OCc1ccccc1)C(=O)CCCCN(OCc1ccccc1)C(=O)CCCCNOCc1ccccc1. As a reaction SMILES: [C:1]([O:2][C:3](=[O:4])[N:8]([CH2:9][CH2:10][CH2:11][CH2:12][C:13]([N:14]([CH2:15][CH2:16][CH2:17][CH2:18][C:19]([N:20]([CH2:21][CH2:22][CH2:23][CH2:24][C:25]#[N:26])[O:27][CH2:28][c:29]1[cH:30][cH:31][cH:32][cH:33][cH:34]1)=[O:35])[O:36][CH2:37][c:38]1[cH:39][cH:40][cH:41][cH:42][cH:43]1)=[O:44])[O:45][CH2:46][c:47]1[cH:48][cH:49][cH:50][cH:51][cH:52]1)([CH3:5])([CH3:6])[CH3:7].[CH2:60]([O:61][N:62]([C:63](=[O:64])[CH2:65][CH2:66][CH2:67][CH2:68][NH:69][O:70][CH2:71][c:72]1[cH:73][cH:74][cH:75][cH:76][cH:77]1)[CH2:78][CH2:79][CH2:80][CH2:81][C:82]#[N:83])[c:84]1[cH:85][cH:86][cH:87][cH:88][cH:89]1.[Cl:90][CH2:91][Cl:92].[F:53][C:54]([F:55])([F:56])[C:57]([OH:58])=[O:59]>>[NH:8]([CH2:9][CH2:10][CH2:11][CH2:12][C:13]([N:14]([CH2:15][CH2:16][CH2:17][CH2:18][C:19]([N:20]([CH2:21][CH2:22][CH2:23][CH2:24][C:25]#[N:26])[O:27][CH2:28][c:29]1[cH:30][cH:31][cH:32][cH:33][cH:34]1)=[O:35])[O:36][CH2:37][c:38]1[cH:39][cH:40][cH:41][cH:42][cH:43]1)=[O:44])[O:45][CH2:46][c:47]1[cH:48][cH:49][cH:50][cH:51][cH:52]1.